This data is from the Open Reaction Database (ORD), a public repository of structured organic reaction records. The task is: describe an organic reaction: reactants, conditions, products, and yield Starting materials: C(C)(=O)OC(C)=O (acetic anhydride), C([O-])([O-])=O.[Na+].[Na+] (sodium carbonate), COC(CC(CN)C=1NC=CN1)=O (3-(2-imidazolyl)-4-aminobutanoic acid methyl ester). The solvent is C(Cl)(Cl)Cl (chloroform). Product: COC(CC(CNC(C)=O)C=1NC=CN1)=O (3-(2-imidazolyl)-4-acetylaminobutanoic acid methyl ester). Reaction SMILES: [CH3:1][O:2][C:3](=[O:13])[CH2:4][CH:5]([C:8]1[NH:9][CH:10]=[CH:11][N:12]=1)[CH2:6][NH2:7].[C:14](OC(=O)C)(=[O:16])[CH3:15].C(=O)([O-])[O-].[Na+].[Na+]>C(Cl)(Cl)Cl>[CH3:1][O:2][C:3](=[O:13])[CH2:4][CH:5]([C:8]1[NH:9][CH:10]=[CH:11][N:12]=1)[CH2:6][NH:7][C:14](=[O:16])[CH3:15] |f:2.3.4|. Reported procedure: 0.01 mol of the compound obtained in stage B of Example 16 is dissolved in 50 cm3 of chloroform. 0.01 mol of acetic anhydride and 0.015 mol of sodium carbonate are added. The whole is heated under reflux for five hours while stirring. The reaction mixture is then cooled, evaporated to dryness and extracted with chloroform twice. The chloroform phases are combined and dried over calcium chloride and the solvent is evaporated in vacuo on a water bath. The residue is purified by chromatography. The reactants are ClC1(C(NC2=CC=C(C=C12)Cl)=O)C1=C(C=CC=C1)OC (3,5-dichloro-3-(2-methoxyphenyl)-1,3-dihydro-2H-indol-2-one), FC(C(=O)O)(F)F.N1(CCC1)C(=O)[C@H]1NCC(C1)F ((2S)-2-(azetidin-1-ylcarbonyl)-4-fluoropyrrolidine trifluoroacetate). The product is N1(CCC1)C(=O)[C@H]1N(CC(C1)F)C1(C(NC2=CC=C(C=C12)Cl)=O)C1=C(C=CC=C1)OC (3-[(2S)-2-(azetidin-1-ylcarbonyl)-4-fluoropyrrolidin-1-yl]-5-chloro-3-(2-methoxyphenyl)-1,3-dihydro-2H-indol-2-one). RXN SMILES: Cl[C:2]1([C:13]2[CH:18]=[CH:17][CH:16]=[CH:15][C:14]=2[O:19][CH3:20])[C:10]2[C:5](=[CH:6][CH:7]=[C:8]([Cl:11])[CH:9]=2)[NH:4][C:3]1=[O:12].FC(F)(F)C(O)=O.[N:28]1([C:32]([C@@H:34]2[CH2:38][CH:37]([F:39])[CH2:36][NH:35]2)=[O:33])[CH2:31][CH2:30][CH2:29]1>>[N:28]1([C:32]([C@@H:34]2[CH2:38][CH:37]([F:39])[CH2:36][N:35]2[C:2]2([C:13]3[CH:18]=[CH:17][CH:16]=[CH:15][C:14]=3[O:19][CH3:20])[C:10]3[C:5](=[CH:6][CH:7]=[C:8]([Cl:11])[CH:9]=3)[NH:4][C:3]2=[O:12])=[O:33])[CH2:31][CH2:30][CH2:29]1 |f:1.2|. Reported procedure: With 2.37 g of 3,5-dichloro-3-(2-methoxyphenyl)-1,3-dihydro-2H-indol-2-one and the compound obtained in Step 10-3 (3.82 g, crude form) as starting materials, respectively 874 mg (Isomer A: colorless solid) and 1.45 g (Isomer B: colorless amorphous) of two species of diastereoisomers of the title compound were obtained by a similar method to Step 4-2.